This data is from the Open Reaction Database (ORD), a public repository of structured organic reaction records. The task is: describe an organic reaction: reactants, conditions, products, and yield Reactants: O=C(O)c1ccc2c(c1)CCc1c(Br)cccc1C2=O, CN1CCCC1=O, [Cl-], [Cl-], Cl, O, O, O, O, O, O, O. The product is O=C(O)c1ccc2c(c1)CCc1c(Cl)cccc1C2=O. RXN SMILES: [C:1](=[O:2])([OH:3])[c:4]1[cH:5][c:6]2[c:7]([cH:19][cH:20]1)[C:8](=[O:18])[c:9]1[c:10]([c:13]([Br:17])[cH:14][cH:15][cH:16]1)[CH2:11][CH2:12]2.[CH3:29][N:30]1[CH2:31][CH2:32][CH2:33][C:34]1=[O:35].[Cl-:21].[Cl-:28].[ClH:37].[OH2:22].[OH2:23].[OH2:24].[OH2:25].[OH2:26].[OH2:27].[OH2:36]>>[C:1](=[O:2])([OH:3])[c:4]1[cH:5][c:6]2[c:7]([cH:19][cH:20]1)[C:8](=[O:18])[c:9]1[c:10]([c:13]([Cl:21])[cH:14][cH:15][cH:16]1)[CH2:11][CH2:12]2. The reactants are CC(C)(C)[Si](C)(C)Cl, [I-], [Na+], [Na+], [Na+], O=S([O-])([O-])=S, CN(C)C=O, O, CCOC(=O)CC(O)CI, c1c[nH]cn1. Yields the product CCOC(=O)CC(CI)O[Si](C)(C)C(C)(C)C. Reaction SMILES: [C:18]([CH3:19])([CH3:20])([CH3:21])[Si:22]([CH3:23])([CH3:24])[Cl:25].[I-:16].[Na+:17].[Na+:26].[Na+:27].[O-:28][S:29]([O-:30])(=[S:31])=[O:32].[O:33]=[CH:34][N:35]([CH3:36])[CH3:37].[OH2:38].[OH:6][CH:7]([CH2:8][C:9](=[O:10])[O:11][CH2:12][CH3:13])[CH2:14][I:15].[nH:1]1[cH:2][cH:3][n:4][cH:5]1>>[O:6]([CH:7]([CH2:8][C:9](=[O:10])[O:11][CH2:12][CH3:13])[CH2:14][I:15])[Si:22]([C:18]([CH3:19])([CH3:20])[CH3:21])([CH3:23])[CH3:24]. The solvent is C(Cl)(Cl)Cl (chloroform). Conditions: temperature 170 celsius, time 1 hour. Product: C(#N)C1=C(C=CC(=C1)[N+](=O)[O-])N=CN(C)C (N′-(2-cyano-4-nitro-phenyl)-N,N-dimethyl-formamidine). Procedure details: —Fifteen grams of 5-nitroanthranilonitrile (compound 1, 92 mmol) was added to 25 ml of N,N-dimethylformamide in 200 ml of chloroform and the reaction mixture was heated under reflux for 5 hrs at 170° C. After cooling the reaction mixture at room temperature for 30 min and at 4° C. for 1 hr, the solid residue was washed with diethyl ether to give 19.23 g of compound 2 (yield, 96%). 1H-NMR (300 MHz, d6-DMSO): δ 8.48 (s, 1H), 8.27 (s, 1H), 7.38 (s, 1H), 3.06 (s, 3H), 3.17 (s, 3H). Yield: 96.0%. Starting materials: [N+](=O)([O-])C1=CC=C(C(C#N)=C1)N (5-nitroanthranilonitrile), [N+](=O)([O-])C1=CC=C(C(C#N)=C1)N (5-nitroanthranilonitrile), CN(C=O)C (N,N-dimethylformamide). RXN SMILES: [N+:1]([C:4]1[CH:11]=[C:8]([C:9]#[N:10])[C:7]([NH2:12])=[CH:6][CH:5]=1)([O-:3])=[O:2].[CH3:13][N:14]([CH3:17])[CH:15]=O>C(Cl)(Cl)Cl>[C:9]([C:8]1[CH:11]=[C:4]([N+:1]([O-:3])=[O:2])[CH:5]=[CH:6][C:7]=1[N:12]=[CH:13][N:14]([CH3:17])[CH3:15])#[N:10]. Run in CO (methanol). Procedure: 0.01 mole of 3-methyl-6-(3-morpholinopropionyl)benzoxazolinone, prepared in stage A, is dissolved in 200 cm3 of methanol in a 250-cm3 flask equipped with a magnetic stirrer. 0.02 mole of sodium borohydride is added very slowly and with stirring. Stirring is continued for 4 hours at room temperature. The reaction medium is evaporated on a water bath under vacuum. The residue is taken up with water and the mixture is extracted several times with chloroform. The extracts are filtered and evaporated... Reactants: CN1C(OC2=C1C=CC(=C2)C(CCN2CCOCC2)=O)=O (3-methyl-6-(3-morpholinopropionyl)benzoxazolinone), [BH4-].[Na+] (sodium borohydride). Conditions: time 4 hour. RXN SMILES: [CH3:1][N:2]1[C:6]2[CH:7]=[CH:8][C:9]([C:11](=[O:20])[CH2:12][CH2:13][N:14]3[CH2:19][CH2:18][O:17][CH2:16][CH2:15]3)=[CH:10][C:5]=2[O:4][C:3]1=[O:21].[BH4-].[Na+]>CO>[CH3:1][N:2]1[C:6]2[CH:7]=[CH:8][C:9]([CH:11]([OH:20])[CH2:12][CH2:13][N:14]3[CH2:19][CH2:18][O:17][CH2:16][CH2:15]3)=[CH:10][C:5]=2[O:4][C:3]1=[O:21] |f:1.2|. Yields the product CN1C(OC2=C1C=CC(=C2)C(CCN2CCOCC2)O)=O (3-Methyl-6-(1-Hydroxy-3-Morpholinopropyl)Benzoxazolinone). The reactants are CCO, Cc1cccc(C(=O)OCC2CCN(C(=O)c3cccc(C)c3)CC2)c1, [K+], [OH-], O. The product is Cc1cccc(C(=O)N2CCC(CO)CC2)c1. As a reaction SMILES: [CH3:29][CH2:30][OH:31].[CH3:3][c:4]1[cH:5][c:6]([C:27]([O:9][CH2:10][CH:11]2[CH2:12][CH2:13][N:14]([C:17]([c:18]3[cH:19][c:20]([CH3:24])[cH:21][cH:22][cH:23]3)=[O:25])[CH2:15][CH2:16]2)=[O:28])[cH:7][cH:8][cH:26]1.[K+:2].[OH-:1].[OH2:32]>>[OH:9][CH2:10][CH:11]1[CH2:12][CH2:13][N:14]([C:17]([c:18]2[cH:19][c:20]([CH3:24])[cH:21][cH:22][cH:23]2)=[O:25])[CH2:15][CH2:16]1. Reactants: O=C(c1ccc(Cl)cc1)c1ccc(CBr)cc1, [K], CN(C)C=O, O, Cn1c(S)nc2[nH]ncc2c1=O. The product is Cn1c(SCc2ccc(C(=O)c3ccc(Cl)cc3)cc2)nc2[nH]ncc2c1=O. Reaction SMILES: [Cl:14][c:15]1[cH:16][cH:17][c:18]([C:19](=[O:20])[c:21]2[cH:22][cH:23][c:24]([CH2:25][Br:26])[cH:27][cH:28]2)[cH:29][cH:30]1.[K:1].[O:31]=[CH:32][N:33]([CH3:34])[CH3:35].[OH2:36].[SH:2][c:3]1[n:4]([CH3:13])[c:5](=[O:12])[c:6]2[c:7]([n:8]1)[nH:9][n:10][cH:11]2>>[S:2]([c:3]1[n:4]([CH3:13])[c:5](=[O:12])[c:6]2[c:7]([n:8]1)[nH:9][n:10][cH:11]2)[CH2:25][c:24]1[cH:23][cH:22][c:21]([C:19]([c:18]2[cH:17][cH:16][c:15]([Cl:14])[cH:30][cH:29]2)=[O:20])[cH:28][cH:27]1. The reactants are Cl (hydrogen chloride), C(#N)[BH3-].[Na+] (Sodium cyanoborohydride), N(O)=C(CCCCN1C(=O)N(C=2N=CN(C2C1=O)C)C)C (1-(5-oximinohexyl)-3,7-dimethylxanthine), Oxime. The solvent is CCOCC (ether), CO (methanol). Run at time 3 hour. The product is ONC(CCCCN1C(=O)N(C=2N=CN(C2C1=O)C)C)C (1-(5-(N-hydroxy)aminohexyl)-3,7-dimethylxanthine). Reaction SMILES: C([BH3-])#N.[Na+].[N:5](=[C:7]([CH3:25])[CH2:8][CH2:9][CH2:10][CH2:11][N:12]1[C:21](=[O:22])[C:20]2[N:19]([CH3:23])[CH:18]=[N:17][C:16]=2[N:15]([CH3:24])[C:13]1=[O:14])[OH:6].Cl>CO.CCOCC>[OH:6][NH:5][CH:7]([CH3:25])[CH2:8][CH2:9][CH2:10][CH2:11][N:12]1[C:21](=[O:22])[C:20]2[N:19]([CH3:23])[CH:18]=[N:17][C:16]=2[N:15]([CH3:24])[C:13]1=[O:14] |f:0.1|. Reported procedure: Sodium cyanoborohydride (62.84 mg, 1 mmol) was added to a solution of 1-(5-oximinohexyl)-3,7-dimethylxanthine (Klein, J. P.; Leigh, A. Oxime Substituted Therapeutic Compounds, U.S. Pat. No. 5,770,595 (Jun. 23, 1998)) (293 mg, 1 mmol) in methanol (10 ml). 1 M hydrogen chloride in ether was added to pH 4-5. After stirring for 3 hours, the mixture was concentrated under reduced pressure. 1 N aqueous sodium hydroxide solution to pH 9-10 (10 ml). The mixture was extracted with 10% methanol-dichlorome...